Dataset: the Open Reaction Database (ORD), a public repository of structured organic reaction records. Task: describe an organic reaction: reactants, conditions, products, and yield Reactants: O=C([O-])[O-], CCI, CC(C)=O, [K+], [K+], CCOC(=O)C1CCCC1=O. The product is CCOC(=O)C1(CC)CCCC1=O. RXN SMILES: [C:12](=[O:13])([O-:14])[O-:15].[CH2:18]([CH3:19])[I:20].[CH3:21][C:22](=[O:23])[CH3:24].[K+:16].[K+:17].[O:1]=[C:2]1[CH:3]([C:7](=[O:8])[O:9][CH2:10][CH3:11])[CH2:4][CH2:5][CH2:6]1>>[O:1]=[C:2]1[C:3]([C:7](=[O:8])[O:9][CH2:10][CH3:11])([CH2:18][CH3:19])[CH2:4][CH2:5][CH2:6]1. Reactants: COC(CN)(C)C (2-methoxy-2-methylpropan-1-amine), ClC1=NC=CC2=C1N=C(N=C2)SC (8-chloro-2-(methylthio)pyrido[3,4-d]pyrimidine). Product: COC(CNC1=NC=CC2=C1N=C(N=C2)SC)(C)C (N-(2-Methoxy-2-methylpropyl)-2-(methylthio)pyrido[3,4-d]pyrimidin-8-amine). As a reaction SMILES: [CH3:1][O:2][C:3]([CH3:7])([CH3:6])[CH2:4][NH2:5].Cl[C:9]1[C:14]2[N:15]=[C:16]([S:19][CH3:20])[N:17]=[CH:18][C:13]=2[CH:12]=[CH:11][N:10]=1>>[CH3:1][O:2][C:3]([CH3:7])([CH3:6])[CH2:4][NH:5][C:9]1[C:14]2[N:15]=[C:16]([S:19][CH3:20])[N:17]=[CH:18][C:13]=2[CH:12]=[CH:11][N:10]=1. Reported procedure: The title compound was prepared according to the method described for Preparation 175 using 2-methoxy-2-methylpropan-1-amine and 8-chloro-2-(methylthio)pyrido[3,4-d]pyrimidine (Preparation 33). The residue was purified by elution through an SCX-2 column using 50% methanol in chloroform followed by 50% chloroform in 7N NH3/MeOH followed by silica gel column chromatography eluting with EtOAc. Starting materials: C1(=CC=CC=C1)N1N=CC=C1NCC#N ([(1-phenyl-1H-pyrazol-5-yl)amino]acetonitrile), C(C(=O)Cl)(=O)Cl (oxalyl chloride), C1=CC(=CC=C1Cl)Cl (dichlorobenzene). Reaction conditions: temperature 100 celsius, time 12 hour. Product: ClC=1C(N(C=C(N1)Cl)C1=CC=NN1C1=CC=CC=C1)=O (3,5-dichloro-1-(1-phenyl-1H-pyrazol-5-yl)pyrazin-2(1H)-one). RXN SMILES: [C:1]1([N:7]2[C:11]([NH:12][CH2:13][C:14]#[N:15])=[CH:10][CH:9]=[N:8]2)[CH:6]=[CH:5][CH:4]=[CH:3][CH:2]=1.[C:16]([Cl:21])(=O)[C:17](Cl)=[O:18].C1C([Cl:28])=CC=C(Cl)C=1>>[Cl:21][C:16]1[C:17](=[O:18])[N:12]([C:11]2[N:7]([C:1]3[CH:2]=[CH:3][CH:4]=[CH:5][CH:6]=3)[N:8]=[CH:9][CH:10]=2)[CH:13]=[C:14]([Cl:28])[N:15]=1. Procedure details: To a solution of [(1-phenyl-1H-pyrazol-5-yl)amino]acetonitrile (1.20 g) in dichlorobenzene (15.0 mL) was added oxalyl chloride (0.922 g) at room temperature, and the mixture was stirred at 100° C. for 12 hr. The reaction mixture was purified by silica gel column chromatography (dichloromethane/methanol) to give the title compound (0.850 g). Reactants: NC1=NC=CC(=C1)C (2-amino-4-methyl-pyridine), NC1=C(C=C(C(=O)Cl)C=C1)[N+](=O)[O-] (4-Amino-3-nitro-benzoyl-chloride), CO (methanol). The solvent is C1CCOC1 (THF), C1CCOC1 (THF). Product: CC1=CC(=NC=C1)NC(C1=CC(=C(C=C1)N)[N+](=O)[O-])=O (4-Amino-3-nitro-benzoic acid (4-methyl-pyridin-2-yl) amide). RXN SMILES: [NH2:1][C:2]1[CH:10]=[CH:9][C:5]([C:6](Cl)=[O:7])=[CH:4][C:3]=1[N+:11]([O-:13])=[O:12].[NH2:14][C:15]1[CH:20]=[C:19]([CH3:21])[CH:18]=[CH:17][N:16]=1.CO>C1COCC1>[CH3:21][C:19]1[CH:18]=[CH:17][N:16]=[C:15]([NH:14][C:6](=[O:7])[C:5]2[CH:9]=[CH:10][C:2]([NH2:1])=[C:3]([N+:11]([O-:13])=[O:12])[CH:4]=2)[CH:20]=1. Reported procedure: The product obtained in 116a (550 mg, 2.74 mmol) in 5 mL THF was added to a mixture of 2-amino-4-methyl-pyridine (750 mg, 6.94 mmol) in 10 mL THF under stirring at ambient temperature. The mixture was stirred for 20 min at ambient temperature, then 1 mL methanol was added and the mixture was concentrated i.vac. The residue was purified by HPLC (C18 symmetry, eluent-gradient: (water+0.15% HCOOH)/acetonitrile=90:10->0:100). Conc. ammonia (aq) was added to the product containing fractions until alk... Reactants: C1(=CC=C(C=C1)S(=O)(=O)OCCC=C(CC(C=CC(=C)C)O)C)C (6-hydroxy-4,9-dimethyl-3,7,9-decatrienyl p-toluenesulfonate), C1(=CC=C(C=C1)S(=O)(=O)Cl)C (p-toluenesulfonyl chloride), ice, diol. Solvent: N1=CC=CC=C1 (pyridine). Conditions: time 30 minute. Product: C/C=1/CC(OCC/C1)C=CC(=C)C ((E)-2,3,6,7-tetrahydro-4-methyl-2-(3-methyl-1,3-butadienyl)oxepin), unidentified by-product. The yield is 61.6%. RXN SMILES: C1(C)C=CC(S(Cl)(=O)=O)=CC=1.C1(C)C=CC(S(O[CH2:22][CH2:23][CH:24]=[C:25]([CH3:34])[CH2:26][CH:27]([OH:33])[CH:28]=[CH:29][C:30]([CH3:32])=[CH2:31])(=O)=O)=CC=1>N1C=CC=CC=1>[CH3:34][C:25]1[CH2:26][CH:27]([CH:28]=[CH:29][C:30]([CH3:32])=[CH2:31])[O:33][CH2:22][CH2:23][CH:24]=1. Procedure details: To an ice-cool solution of the diol prepared according to g) (2.0 g, 10.2 mmole) in pyridine (22 ml) was added p-toluenesulfonyl chloride (2.13 g, 11.2 mmole) in small portions and over 30 min. The mixture was stirred at 0° for 30 min and then stored overnight at 3°. The usual extraction with ether and treatment of the organic phase gave 2.85 g of a crude product which, on thin layer chromatographic analysis, showed two components. The further purification of this product by MPLC [LOBAR® column ... Reactants: N1N=NC(=C1)C(=O)O (1H-[1,2,3]Triazole-4-carboxylic acid), N[C@@H](C[C@@](C(=O)O)(C)COCC)CC1=CC=C(C=C1)C1=CC=CC=C1 ((2S,4R)-4-amino-5-biphenyl-4-yl-2-ethoxymethyl-2-methylpentanoic acid). Yields the product C1(=CC=C(C=C1)C[C@H](C[C@@](C(=O)O)(C)COCC)NC(=O)C=1N=NNC1)C1=CC=CC=C1 ((2S,4R)-5-Biphenyl-4-yl-2-ethoxymethyl-2-methyl-4-[(1H-[1,2,3]triazole-4-carbonyl)amino]pentanoic Acid). Reaction SMILES: [NH:1]1[CH:5]=[C:4]([C:6]([OH:8])=O)[N:3]=[N:2]1.[NH2:9][C@H:10]([CH2:21][C:22]1[CH:27]=[CH:26][C:25]([C:28]2[CH:33]=[CH:32][CH:31]=[CH:30][CH:29]=2)=[CH:24][CH:23]=1)[CH2:11][C@:12]([CH2:17][O:18][CH2:19][CH3:20])([CH3:16])[C:13]([OH:15])=[O:14]>>[C:25]1([C:28]2[CH:29]=[CH:30][CH:31]=[CH:32][CH:33]=2)[CH:24]=[CH:23][C:22]([CH2:21][C@@H:10]([NH:9][C:6]([C:4]2[N:3]=[N:2][NH:1][CH:5]=2)=[O:8])[CH2:11][C@:12]([CH2:17][O:18][CH2:19][CH3:20])([CH3:16])[C:13]([OH:15])=[O:14])=[CH:27][CH:26]=1. Reported procedure: 1H-[1,2,3]Triazole-4-carboxylic acid and (2S,4R)-4-amino-5-biphenyl-4-yl-2-ethoxymethyl-2-methylpentanoic acid were reacted as described herein to yield the title compound (0.8 mg). MS m/z [M+H]+ calc'd for C24H28N4O4, 437.21. found 437.2.